This data is from the Open Reaction Database (ORD), a public repository of structured organic reaction records. The task is: describe an organic reaction: reactants, conditions, products, and yield Reactants: C1CCOC1, N, C1COCCO1, O=S(=O)(Cl)c1cccnc1. Yields the product NS(=O)(=O)c1cccnc1. RXN SMILES: [CH2:18]1[O:19][CH2:20][CH2:21][CH2:22]1.[NH3:11].[O:12]1[CH2:13][CH2:14][O:15][CH2:16][CH2:17]1.[n:1]1[cH:2][c:3]([S:7](=[O:8])(=[O:9])[Cl:10])[cH:4][cH:5][cH:6]1>>[n:1]1[cH:2][c:3]([S:7](=[O:8])(=[O:9])[NH2:11])[cH:4][cH:5][cH:6]1.